Dataset: the Open Reaction Database (ORD), a public repository of structured organic reaction records. Task: describe an organic reaction: reactants, conditions, products, and yield The reactants are C1CNCCN1, CN1CCCC1=O, Clc1ccc2nc(-c3ccc(Cl)nn3)[nH]c2c1. Yields the product Clc1ccc2nc(-c3ccc(N4CCNCC4)nn3)[nH]c2c1. Reaction SMILES: [CH2:18]1[CH2:19][NH:20][CH2:21][CH2:22][NH:23]1.[CH3:24][N:25]1[CH2:26][CH2:27][CH2:28][C:29]1=[O:30].[Cl:1][c:2]1[cH:3][cH:4][c:5]2[c:6]([nH:7][c:8](-[c:10]3[n:11][n:12][c:13]([Cl:16])[cH:14][cH:15]3)[n:9]2)[cH:17]1>>[Cl:1][c:2]1[cH:3][cH:4][c:5]2[c:6]([nH:7][c:8](-[c:10]3[n:11][n:12][c:13]([N:20]4[CH2:19][CH2:18][NH:23][CH2:22][CH2:21]4)[cH:14][cH:15]3)[n:9]2)[cH:17]1. Starting materials: COC(=O)c1ccn2cncc2c1Nc1ccc(Br)cc1F, CCN=C=NCCCN(C)C, CCOC(C)=O, C=COCCON, [Na+], [OH-], On1nnc2ccccc21. Yields the product C=COCCONC(=O)c1ccn2cncc2c1Nc1ccc(Br)cc1F. RXN SMILES: [CH3:1][O:2][C:3](=[O:4])[c:5]1[c:6]([NH:14][c:15]2[c:16]([F:22])[cH:17][c:18]([Br:21])[cH:19][cH:20]2)[c:7]2[n:8]([cH:9][cH:10]1)[cH:11][n:12][cH:13]2.[CH3:32][CH2:33][N:34]=[C:35]=[N:36][CH2:37][CH2:38][CH2:39][N:40]([CH3:41])[CH3:42].[CH3:53][CH2:54][O:55][C:56](=[O:57])[CH3:58].[CH:25](=[CH2:26])[O:27][CH2:28][CH2:29][O:30][NH2:31].[Na+:24].[OH-:23].[OH:43][n:44]1[c:45]2[c:46]([cH:47][cH:48][cH:49][cH:50]2)[n:51][n:52]1>>[C:3](=[O:4])([c:5]1[c:6]([NH:14][c:15]2[c:16]([F:22])[cH:17][c:18]([Br:21])[cH:19][cH:20]2)[c:7]2[n:8]([cH:9][cH:10]1)[cH:11][n:12][cH:13]2)[NH:31][O:30][CH2:29][CH2:28][O:27][CH:25]=[CH2:26]. Reactants: NCC(CP(OCC)(=O)C(OCC)OCC)C1=CC=C(C=C1)F (ethyl 3-amino-2-(4-fluorophenyl)propyl(diethoxymethyl)phosphinate). Solvent: Cl (hydrochloric acid). The product is NCC(CP(O)O)C1=CC=C(C=C1)F (3-amino-2-(4-fluorophenyl)propylphosphonous acid). RXN SMILES: [NH2:1][CH2:2][CH:3]([C:17]1[CH:22]=[CH:21][C:20]([F:23])=[CH:19][CH:18]=1)[CH2:4][P:5](C(OCC)OCC)(=[O:9])[O:6]CC>Cl>[NH2:1][CH2:2][CH:3]([C:17]1[CH:22]=[CH:21][C:20]([F:23])=[CH:19][CH:18]=1)[CH2:4][P:5]([OH:9])[OH:6]. Procedure: A solution of 4.4 g of ethyl 3-amino-2-(4-fluorophenyl)propyl(diethoxymethyl)phosphinate in 40 ml of 36% aqueous hydrochloric acid is heated to reflux for a period of 2 h. The reaction mixture is then allowed to cool to room temperature, concentrated under reduced pressure and co-evaporated twice with 20 ml of water under reduced pressure. The crude product is dissolved in 20 ml of water, washed twice with 20 ml of diethyl ether and the aqueous layer is then separated and evaporated under reduce...